Dataset: the Open Reaction Database (ORD), a public repository of structured organic reaction records. Task: describe an organic reaction: reactants, conditions, products, and yield RXN SMILES: [OH:1][CH:2]1[C:11]2[C:6](=[CH:7][CH:8]=[C:9]([C:12](=[O:26])[CH2:13][C:14]3[CH:19]=[C:18]([O:20][CH3:21])[C:17]([O:22][CH3:23])=[C:16]([O:24][CH3:25])[CH:15]=3)[CH:10]=2)[O:5][C:4]([CH3:28])([CH3:27])[CH2:3]1.[S:29](Cl)([C:32]1[CH:38]=[CH:37][C:35]([CH3:36])=[CH:34][CH:33]=1)(=[O:31])=[O:30]>ClCCl.CN(C1C=CN=CC=1)C.O>[CH3:27][C:4]1([CH3:28])[CH2:3][CH:2]([O:1][S:29]([C:32]2[CH:38]=[CH:37][C:35]([CH3:36])=[CH:34][CH:33]=2)(=[O:31])=[O:30])[C:11]2[C:6](=[CH:7][CH:8]=[C:9]([C:12](=[O:26])[CH2:13][C:14]3[CH:19]=[C:18]([O:20][CH3:21])[C:17]([O:22][CH3:23])=[C:16]([O:24][CH3:25])[CH:15]=3)[CH:10]=2)[O:5]1. Run at time 8 hour. The reactants are S(=O)(=O)(C1=CC=C(C)C=C1)Cl (TsCl), TEA, OC1CC(OC2=CC=C(C=C12)C(CC1=CC(=C(C(=C1)OC)OC)OC)=O)(C)C (1-(4-hydroxy-2,2-dimethyl-chroman-6-yl)-2-(3,4,5-trimethoxy-phenyl)-ethanone). Procedure details: To a solution 1-(4-hydroxy-2,2-dimethyl-chroman-6-yl)-2-(3,4,5-trimethoxy-phenyl)-ethanone (3.5 mg, 0.009 mmol) dissolved in anhydrous dichloromethane (1.0 mL) is added TsCl (1.94 mg, 0.011 mmol), DMAP (1.24 mg, 0.011 mmol) and TEA (21.3 μL, 0.015 mmole). The reaction mixture continues stirring at room temperature overnight. The next day, the reaction mixture is diluted with water. The aqueous layer is separated and extracted with ethyl acetate (3×). All combined organic layers are dried over Na... Product: CC1(OC2=CC=C(C=C2C(C1)OS(=O)(=O)C1=CC=C(C=C1)C)C(CC1=CC(=C(C(=C1)OC)OC)OC)=O)C (toluene-4-sulfonic acid 2,2-dimethyl-6-[2-(3,4,5-trimethoxy-phenyl)-acetyl]-chroman-4-yl ester). Run in ClCCl (dichloromethane), O (water). The reagents and catalysts are CN(C)C=1C=CN=CC1 (DMAP). Starting materials: C(C)OC(CN)OCC (aminoacetoaldehyde diethylacetal), FC(C1=CC=C(C=C1)N=C=O)(F)F (4-trifluoromethylphenylisocyanate). Run at time 1 hour. The product is C(C)OC(CNC(=O)NC1=CC=C(C=C1)C(F)(F)F)OCC (1-(2,2-diethoxyethyl)-3-(4-trifluoromethylphenyl)urea). The yield is 94.7%. RXN SMILES: [CH2:1]([O:3][CH:4]([O:7][CH2:8][CH3:9])[CH2:5][NH2:6])[CH3:2].[F:10][C:11]([F:22])([F:21])[C:12]1[CH:17]=[CH:16][C:15]([N:18]=[C:19]=[O:20])=[CH:14][CH:13]=1>>[CH2:1]([O:3][CH:4]([O:7][CH2:8][CH3:9])[CH2:5][NH:6][C:19]([NH:18][C:15]1[CH:14]=[CH:13][C:12]([C:11]([F:10])([F:21])[F:22])=[CH:17][CH:16]=1)=[O:20])[CH3:2]. Reported procedure: To aminoacetoaldehyde diethylacetal (7.8 ml, 53.6 mmol) was added dropwise 10 g (53.4 mmol) of 4-trifluoromethylphenylisocyanate at 0° C. during five minutes. The reaction solution was stirred for one hour at room temperature. The crystals thus produced was collected by filtration and washed with hexane to give 16.2 g of 1-(2,2-diethoxyethyl)-3-(4-trifluoromethylphenyl)urea (95%) as a colorless powder.